From a dataset of the Open Reaction Database (ORD), a public repository of structured organic reaction records. describe an organic reaction: reactants, conditions, products, and yield Starting materials: CC1=C(C(C(=C(N1)C)C(=O)OC(C)C)C2=CC=CC=3C2=NON3)C(=O)OC (Isradipine), N=1ON=C2C1C=CC=C2C=O (2,1,3-benzoxadiazole-4-carboxaldehyde), C(CC(=O)C)(=O)OC (methyl acetoacetate), N1CCCCC1 (piperidine). Solvent: C(C)(C)OC(C)C (diisopropyl ether), C(C)(=O)O (acetic acid). Product: COC(C(=CC1=CC=CC=2C1=NON2)C(C)=O)=O (2-acetyl-3-benzofurazan-4-yl-acrylic acid methyl ester). Reaction SMILES: [CH3:1][C:2]1NC(C)=C(C(OC(C)C)=O)[CH:4]([C:15]2[C:20]3=[N:21][O:22][N:23]=[C:19]3[CH:18]=[CH:17][CH:16]=2)[C:3]=1[C:24]([O:26][CH3:27])=[O:25].N1[O:29]N=C2C(C=O)=CC=CC=12.C(OC)(=O)CC(C)=O.N1CCCCC1>C(OC(C)C)(C)C.C(O)(=O)C>[CH3:27][O:26][C:24](=[O:25])[C:3]([C:2](=[O:29])[CH3:1])=[CH:4][C:15]1[C:20]2=[N:21][O:22][N:23]=[C:19]2[CH:18]=[CH:17][CH:16]=1. Procedure details: To achieve the afore-mentioned objects, the present invention provides for a process for the manufacture of the Isradipine which, involves two steps. In the first step 2,1,3-benzoxadiazole-4-carboxaldehyde is reacted with methyl acetoacetate in the presence of acetic acid and piperidine in diisopropyl ether. The product 2-acetyl-3-benzofurazan-4-yl-acrylic acid methyl ester is isolated and purified to get substantially high purity product with less than 0.3% 2,1,3-benzoxadiazole-4-carboxaldehyde... Reactants: O (Water), C(C)(C)NC(C)C (Diisopropylamine), CS(=O)(=O)OCCOC1=C(C=C(C=C1C)C1=CC=C(C=C1)C(=O)OCC1=CC=CC=C1)C (benzyl 4′-(2-methanesulfonyloxyethoxy)-3′,5′-dimethylbiphenyl-4-carboxylate), N[C@H]([C@H](O)C=1C=CC(=C(C1)NS(=O)(=O)C)OCC1=CC=CC=C1)C (N-{5-[(1R,2S)-2-amino-1-hydoxy-propyl]-2-benzyloxyphenyl}methanesulfonamide). The solvent is C(C)(=O)OCC (ethyl acetate), CN(C=O)C (N,N-dimethylformamide). Reaction conditions: temperature 80 celsius, time 8 hour. Yields the product C(C1=CC=CC=C1)OC1=C(C=C(C=C1)[C@H]([C@H](C)NCCOC1=C(C=C(C=C1C)C1=CC=C(C=C1)C(=O)OCC1=CC=CC=C1)C)O)NS(=O)(=O)C (Benzyl 4′-{2-[(1S,2R)-2-(4-benzyloxy-3-methanesulfonylaminophenyl)-2-hydroxy-1-methylethylamino]ethoxy}-3′,5′-dimethylbiphenyl-4-carboxylate). RXN SMILES: C(NC(C)C)(C)C.CS(O[CH2:13][CH2:14][O:15][C:16]1[C:21]([CH3:22])=[CH:20][C:19]([C:23]2[CH:28]=[CH:27][C:26]([C:29]([O:31][CH2:32][C:33]3[CH:38]=[CH:37][CH:36]=[CH:35][CH:34]=3)=[O:30])=[CH:25][CH:24]=2)=[CH:18][C:17]=1[CH3:39])(=O)=O.[NH2:40][C@@H:41]([CH3:63])[C@@H:42]([C:44]1[CH:45]=[CH:46][C:47]([O:55][CH2:56][C:57]2[CH:62]=[CH:61][CH:60]=[CH:59][CH:58]=2)=[C:48]([NH:50][S:51]([CH3:54])(=[O:53])=[O:52])[CH:49]=1)[OH:43].O>CN(C)C=O.C(OCC)(=O)C>[CH2:56]([O:55][C:47]1[CH:46]=[CH:45][C:44]([C@@H:42]([OH:43])[C@@H:41]([NH:40][CH2:13][CH2:14][O:15][C:16]2[C:17]([CH3:39])=[CH:18][C:19]([C:23]3[CH:28]=[CH:27][C:26]([C:29]([O:31][CH2:32][C:33]4[CH:34]=[CH:35][CH:36]=[CH:37][CH:38]=4)=[O:30])=[CH:25][CH:24]=3)=[CH:20][C:21]=2[CH3:22])[CH3:63])=[CH:49][C:48]=1[NH:50][S:51]([CH3:54])(=[O:53])=[O:52])[C:57]1[CH:58]=[CH:59][CH:60]=[CH:61][CH:62]=1. Procedure: Methanesulfonyl chloride (0.102 mL) was added to a mixture of benzyl 4′-(2-hydroxyethoxy)-3′,5′-dimethylbiphenyl-4-carboxylate (0.381 g) and triethylamine (0.213 mL) in methylene chloride (5 mL) at room temperature with stirring. After being stirred at that temperature for 1 hr, water and ethyl acetate were added to the reaction mixture. The organic layer was separated, washed with water and brine, and dried over anhydrous magnesium sulfate. The solvent was evaporated under reduced pressure to a... Starting materials: resultant mixture, aqueous solution, O=C([C@H](O)[C@@H](O)[C@H](O)[C@H](O)CO)O (gluconic acid), [O-2].[Ca+2] (calcium oxide), B(O)(O)O (boric acid). Run in O (water), O (water). Yields the product B1(OC(C(O1)C(C(C(=O)[O-])O)O)CO)O.B1(OC(C(O1)C(C(C(=O)[O-])O)O)CO)O.[Ca+2] (calcium borogluconate). Yield: 40.0%. RXN SMILES: [O-2].[Ca+2:2].[O:3]=[C:4]([OH:15])[C@@H:5]([C@H:7]([C@@H:9]([C@@H:11]([CH2:13][OH:14])[OH:12])[OH:10])[OH:8])[OH:6].[B:16]([OH:19])([OH:18])[OH:17]>O>[B:16]1([OH:17])[O:10][CH:9]([CH:7]([OH:8])[CH:5]([OH:6])[C:4]([O-:15])=[O:3])[CH:11]([CH2:13][OH:14])[O:12]1.[B:16]1([OH:19])[O:18][CH:9]([CH:7]([OH:8])[CH:5]([OH:6])[C:4]([O-:15])=[O:3])[CH:11]([CH2:13][OH:14])[O:17]1.[Ca+2:2] |f:0.1,5.6.7|. Procedure: 28 grams of calcium oxide were added to water to form a thick slurry. This slurry was slowly added with stirring to 392 grams of a 50% aqueous solution of technical grade gluconic acid. After all of the slurry was added the resultant mixture was cooled and 61.8 grams of technical grade boric acid added. The mixture was stirred until a dark brown solution was obtained and then adjusted by water addition to provide a 40% solids solution. Run in ClCCl (dichloromethane). Run at time 2 hour. The reactants are FC(C(=O)OC(C(F)(F)F)=O)(F)F (Trifluoroacetic anhydride), BrC1=CC=C(OCC2=C(C(=O)O)C=CC=C2)C=C1 (2-(4-bromophenoxymethyl)benzoic acid), B(F)(F)F.CCOCC (BF3.OEt2). Yields the product BrC1=CC2=C(OCC3=C(C2=O)C=CC=C3)C=C1 (2-Bromo-6H-dibenz[b,e]oxepin-11-one). Procedure details: Trifluoroacetic anhydride (56.0 mL, 400 mmol) was added dropwise to a dichloromethane (500 mL) solution of 2-(4-bromophenoxymethyl)benzoic acid (112 g, 364 mmol) at room temperature. The mixture was stirred at room temperature for 2 hour, BF3.OEt2 (10 mL, 169.3 mmol) was then added thereto, and the mixture was stirred at room temperature for additional 2 hours. The reaction mixture was washed with a saturated aqueous sodium bicarbonate solution, and then with a saturated sodium chloride solution... As a reaction SMILES: FC(F)(F)C(OC(=O)C(F)(F)F)=O.[Br:14][C:15]1[CH:31]=[CH:30][C:18]([O:19][CH2:20][C:21]2[CH:29]=[CH:28][CH:27]=[CH:26][C:22]=2[C:23]([OH:25])=O)=[CH:17][CH:16]=1.B(F)(F)F.CCOCC>ClCCl>[Br:14][C:15]1[CH:16]=[CH:17][C:18]2[O:19][CH2:20][C:21]3[CH:29]=[CH:28][CH:27]=[CH:26][C:22]=3[C:23](=[O:25])[C:30]=2[CH:31]=1 |f:2.3|. Yield: 91.2%. Starting materials: O=C(c1sc2cc(O)c(O)cc2c1CBr)N1CCOCC1, CCOC(C)=O, ClCCl, O=[N+]([O-])O. Yields the product O=C(c1sc2c([N+](=O)[O-])c(O)c(O)cc2c1CBr)N1CCOCC1. RXN SMILES: [Br:5][CH2:6][c:7]1[c:8]2[c:9]([s:10][c:11]1[C:12](=[O:13])[N:14]1[CH2:15][CH2:16][O:17][CH2:18][CH2:19]1)[cH:20][c:21]([OH:25])[c:22]([OH:24])[cH:23]2.[CH3:29][CH2:30][O:31][C:32](=[O:33])[CH3:34].[Cl:26][CH2:27][Cl:28].[OH:1][N+:2]([O-:3])=[O:4]>>[O-:1][N+:2](=[O:4])[c:20]1[c:9]2[c:8]([c:7]([CH2:6][Br:5])[c:11]([C:12](=[O:13])[N:14]3[CH2:15][CH2:16][O:17][CH2:18][CH2:19]3)[s:10]2)[cH:23][c:22]([OH:24])[c:21]1[OH:25]. RXN SMILES: [C:39](=[O:40])([O-:41])[O-:42].[CH3:22][S:23]([OH:24])(=[O:25])=[O:26].[K+:43].[K+:44].[O:45]=[CH:46][N:47]([CH3:48])[CH3:49].[OH:1][CH:2]1[CH2:3][N:4]([C:15](=[O:16])[O:17][C:18]([CH3:19])([CH3:20])[CH3:21])[CH2:5][CH2:6][CH:7]1[c:8]1[cH:9][cH:10][c:11]([OH:14])[cH:12][cH:13]1.[c:27]1([CH2:33][CH2:34][CH2:35][CH2:36][CH2:37][OH:38])[cH:28][cH:29][cH:30][cH:31][cH:32]1>>[OH:1][CH:2]1[CH2:3][N:4]([C:15](=[O:16])[O:17][C:18]([CH3:19])([CH3:20])[CH3:21])[CH2:5][CH2:6][CH:7]1[c:8]1[cH:9][cH:10][c:11]([O:14][CH2:35][CH2:34][CH2:33][c:27]2[cH:28][cH:29][cH:30][cH:31][cH:32]2)[cH:12][cH:13]1. Starting materials: O=C([O-])[O-], CS(=O)(=O)O, [K+], [K+], CN(C)C=O, CC(C)(C)OC(=O)N1CCC(c2ccc(O)cc2)C(O)C1, OCCCCCc1ccccc1. Product: CC(C)(C)OC(=O)N1CCC(c2ccc(OCCCc3ccccc3)cc2)C(O)C1. Reactants: ClC1=CC=C(C(C2=CC=CC=C2)O)C=C1 (4-chlorobenzhydrol), OC1=NC=CC=C1 (2-hydroxypyridine), S(O)(O)(=O)=O (sulfuric acid), C(C)(=O)OCC (ethyl acetate). Run in O (water). Run at temperature 25 celsius, time 2 hour. Product: ClC1=CC=C(C=C1)C(C=1C=CC(NC1)=O)C1=CC=CC=C1 (5-(4-Chlorophenyl-Phenylmethyl)-2-Pyridone). RXN SMILES: [Cl:1][C:2]1[CH:15]=[CH:14][C:5]([CH:6](O)[C:7]2[CH:12]=[CH:11][CH:10]=[CH:9][CH:8]=2)=[CH:4][CH:3]=1.[OH:16][C:17]1[CH:22]=[CH:21][CH:20]=[CH:19][N:18]=1.S(=O)(=O)(O)O.C(OCC)(=O)C>O>[Cl:1][C:2]1[CH:15]=[CH:14][C:5]([CH:6]([C:7]2[CH:12]=[CH:11][CH:10]=[CH:9][CH:8]=2)[C:20]2[CH:21]=[CH:22][C:17](=[O:16])[NH:18][CH:19]=2)=[CH:4][CH:3]=1. Reported procedure: Combine 109.3 g. (0.5 mole) of 4-chlorobenzhydrol with 142.7 g. (1.5 mole) of 2-hydroxypyridine and heat at 150° C. with stirring until molten. Add about 2 ml. of concentrated sulfuric acid and continue heating to 240°-250° C. while removing water from the reaction mixture. Permit the reaction to continue for about 2 hours, then cool the reaction mixture to about 25° C. Treat the resulting solid with ethyl acetate and water and filter to remove the undesired 3-(4-chlorophenyl-phenylmethyl)-2-pyr... Starting materials: Cl (hydrochloric acid), CC(C)([O-])C.[K+] (potassium tert-butoxide), C(C)C=1C=CC2=C(CCC3=C(N=C(O3)C)C2=O)C1 (7-Ethyl-9,10-dihydro-2-methyl-4H-benzo[5,6]cyclohepta[1,2-d]oxazol-4-one), S (hydrogen sulphide). The solvent is CN(C=O)C (N,N-dimethylformamide). Run at time 1 hour. The product is C(C)C=1C=CC2=C(CCC3=C(N=C(S3)C)C2=O)C1 (7-Ethyl-9,10-dihydro-2-methyl-4H-benzo[5,6]cyclohepta[1,2-d]thiazol4-one). As a reaction SMILES: CC(C)([O-])C.[K+].[SH2:7].[CH2:8]([C:10]1[CH:11]=[CH:12][C:13]2[C:23](=[O:24])[C:18]3[N:19]=[C:20]([CH3:22])O[C:17]=3[CH2:16][CH2:15][C:14]=2[CH:25]=1)[CH3:9].Cl>CN(C)C=O>[CH2:8]([C:10]1[CH:11]=[CH:12][C:13]2[C:23](=[O:24])[C:18]3[N:19]=[C:20]([CH3:22])[S:7][C:17]=3[CH2:16][CH2:15][C:14]=2[CH:25]=1)[CH3:9] |f:0.1|. Procedure details: A stirred suspension of potassium tert-butoxide (1.80 g) in dry N,N-dimethylformamide (20 ml) was cooled to 5° C. and saturated with hydrogen sulphide. The product from example 3 step (vi) (1.00 g) was added and the reaction stirred at room temperature for 1 hour. The mixture was poured into ice, acidified to pH4 with 2N hydrochloric acid and extracted with ethyl acetate. The extracts were washed with brine, dried (MgSO4) and evaporated to give an orange solid which was purified by chromatograph...